From a dataset of the Open Reaction Database (ORD), a public repository of structured organic reaction records. describe an organic reaction: reactants, conditions, products, and yield The reactants are CC(=O)OC(C)=O, O=C(O)c1cccc(Cl)c1O, O=S(=O)(O)O. Product: CC(=O)Oc1c(Cl)cccc1C(=O)O. RXN SMILES: [CH3:12][C:13](=[O:14])[O:15][C:16](=[O:17])[CH3:18].[OH:1][c:2]1[c:3]([C:4](=[O:5])[OH:6])[cH:7][cH:8][cH:9][c:10]1[Cl:11].[S:19](=[O:20])(=[O:21])([OH:22])[OH:23]>>[O:1]([c:2]1[c:3]([C:4](=[O:5])[OH:6])[cH:7][cH:8][cH:9][c:10]1[Cl:11])[C:13]([CH3:12])=[O:14]. Reactants: BrBr, CCc1nccnc1C(C)=O, ClC(Cl)Cl. Yields the product CCc1nccnc1C(=O)CBr. Reaction SMILES: [Br:12][Br:13].[C:1]([CH3:2])(=[O:3])[c:4]1[n:5][cH:6][cH:7][n:8][c:9]1[CH2:10][CH3:11].[CH:14]([Cl:15])([Cl:16])[Cl:17]>>[C:1]([CH2:2][Br:12])(=[O:3])[c:4]1[n:5][cH:6][cH:7][n:8][c:9]1[CH2:10][CH3:11]. The reactants are FC(C1=CC=2C(=NC=C(C2)CN)N1)(F)F (1-[2-(Trifluoromethyl)-1H-pyrrolo[2,3-b]pyridin-5-yl]methanamine), FC(C1=CC=2C(=NC=C(C2)CN)N1)(F)F (1-[2-(Trifluoromethyl)-1H-pyrrolo[2,3-b]pyridin-5-yl]methanamine), ClC1=NC=NC(=C1C)C(C)(F)F (4-chloro-6-(1,1-difluoroethyl)-5-methylpyrimidine), ClC1=NC=NC(=C1C)C(C)(F)F (4-chloro-6-(1,1-difluoroethyl)-5-methylpyrimidine), CCN(C(C)C)C(C)C (DIPEA), Cl (HCl), C(C)OCC (diethyl ether). As a reaction SMILES: [F:1][C:2]([F:15])([F:14])[C:3]1[NH:13][C:6]2=[N:7][CH:8]=[C:9]([CH2:11][NH2:12])[CH:10]=[C:5]2[CH:4]=1.[Cl:16][C:17]1[C:22]([CH3:23])=[C:21]([C:24]([F:27])([F:26])[CH3:25])[N:20]=[CH:19][N:18]=1.CCN(C(C)C)C(C)C.Cl.C(OCC)C>CN1CCCC1=O.C(OCC)(=O)C>[ClH:16].[F:26][C:24]([C:21]1[N:20]=[CH:19][N:18]=[C:17]([NH:12][CH2:11][C:9]2[CH:10]=[C:5]3[CH:4]=[C:3]([C:2]([F:1])([F:14])[F:15])[NH:13][C:6]3=[N:7][CH:8]=2)[C:22]=1[CH3:23])([F:27])[CH3:25] |f:7.8|. Run at time 2 hour. The product is Cl.FC(C)(F)C1=C(C(=NC=N1)NCC=1C=C2C(=NC1)NC(=C2)C(F)(F)F)C (6-(1,1-difluoroethyl)-5-methyl-N-{[2-(trifluoromethyl)-1H-pyrrolo[2,3-b]pyridin-5-yl]methyl}-4-pyrimidinamine hydrochloride). Solvent: CN1C(CCC1)=O (N-methyl-2-pyrrolidone), C(C)(=O)OCC (ethyl acetate). The yield is 28.0%. Procedure: 1-[2-(Trifluoromethyl)-1H-pyrrolo[2,3-b]pyridin-5-yl]methanamine (Intermediate 5, 100 mg, 0.465 mmol), 4-chloro-6-(1,1-difluoroethyl)-5-methylpyrimidine (Intermediate 46, 134 mg, 0.697 mmol) and DIPEA (0.162 mL, 0.929 mmol) were added together in N-methyl-2-pyrrolidone (NMP) (3 mL) and the resulting mixture was stirred at room temperature for 2 hours. The reaction mixture was heated at 100° C. for 1 hour, allowed to cool to room temperature, diluted with ethyl acetate and washed with water and b... Reactants: C, O=C(CC=Cc1ccccc1)Nc1cc(CCc2ccccc2)ccc1C(=O)O, CO, CCOC(C)=O, [Pd]. Yields the product O=C(CCCc1ccccc1)Nc1cc(CCc2ccccc2)ccc1C(=O)O. Reaction SMILES: [C:32].[CH2:3]([CH2:4][c:5]1[cH:6][cH:7][cH:8][cH:9][cH:10]1)[c:11]1[cH:12][c:13]([NH:20][C:21]([CH2:22][CH:23]=[CH:24][c:25]2[cH:26][cH:27][cH:28][cH:29][cH:30]2)=[O:31])[c:14]([C:15](=[O:16])[OH:17])[cH:18][cH:19]1.[CH3:1][OH:2].[CH3:34][CH2:35][O:36][C:37](=[O:38])[CH3:39].[Pd:33]>>[CH2:3]([CH2:4][c:5]1[cH:6][cH:7][cH:8][cH:9][cH:10]1)[c:11]1[cH:12][c:13]([NH:20][C:21]([CH2:22][CH2:23][CH2:24][c:25]2[cH:26][cH:27][cH:28][cH:29][cH:30]2)=[O:31])[c:14]([C:15](=[O:16])[OH:17])[cH:18][cH:19]1. Reaction SMILES: [Al+3:2].[Al+3:6].[CH2:11]([c:12]1[cH:13][cH:14][cH:15][cH:16][cH:17]1)[O:18][c:19]1[c:20]([O:32][CH3:33])[cH:21][c:22]([CH:23]=[CH:24][C:25](=[O:26])[O:27][CH2:28][CH3:29])[cH:30][cH:31]1.[CH3:39][CH2:40][O:41][CH2:42][CH3:43].[Cl-:1].[Cl-:3].[Cl-:4].[H-:10].[H-:5].[H-:8].[H-:9].[Li+:7].[OH2:44].[S:34](=[O:35])(=[O:36])([OH:37])[OH:38]>>[CH2:11]([c:12]1[cH:13][cH:14][cH:15][cH:16][cH:17]1)[O:18][c:19]1[c:20]([O:32][CH3:33])[cH:21][c:22]([CH:23]=[CH:24][CH2:25][OH:26])[cH:30][cH:31]1. The product is COc1cc(C=CCO)ccc1OCc1ccccc1. Reactants: [Al+3], [Al+3], CCOC(=O)C=Cc1ccc(OCc2ccccc2)c(OC)c1, CCOCC, [Cl-], [Cl-], [Cl-], [H-], [H-], [H-], [H-], [Li+], O, O=S(=O)(O)O. The reactants are NC1=C(C=CC(=C1)N)C(=O)N1CCN(CC1)C1=C(C=C(C=C1)C)C ((2,4-diaminophenyl)[4-(2,4-dimethylphenyl)piperazin-1-yl]methanone), ClCCCS(=O)(=O)Cl (3-chloropropane-1-sulfonyl chloride). The product is O=S1(N(CCC1)C1=C(C=CC(=C1)N1S(CCC1)(=O)=O)C(=O)N1CCN(CC1)C1=C(C=C(C=C1)C)C)=O ([2,4-bis(1,1-dioxo-1λ6-isothiazolidin-2-yl)phenyl][4-(2,4-dimethylphenyl)piperazin-1-yl]methanone). Reaction SMILES: [NH2:1][C:2]1[CH:7]=[C:6]([NH2:8])[CH:5]=[CH:4][C:3]=1[C:9]([N:11]1[CH2:16][CH2:15][N:14]([C:17]2[CH:22]=[CH:21][C:20]([CH3:23])=[CH:19][C:18]=2[CH3:24])[CH2:13][CH2:12]1)=[O:10].Cl[CH2:26][CH2:27][CH2:28][S:29](Cl)(=[O:31])=[O:30]>>[O:30]=[S:29]1(=[O:31])[CH2:28][CH2:27][CH2:26][N:1]1[C:2]1[CH:7]=[C:6]([N:8]2[CH2:26][CH2:27][CH2:28][S:29]2(=[O:31])=[O:30])[CH:5]=[CH:4][C:3]=1[C:9]([N:11]1[CH2:16][CH2:15][N:14]([C:17]2[CH:22]=[CH:21][C:20]([CH3:23])=[CH:19][C:18]=2[CH3:24])[CH2:13][CH2:12]1)=[O:10]. Procedure details: Using (2,4-diaminophenyl)[4-(2,4-dimethylphenyl)piperazin-1-yl]methanone (847 mg) described in Preparation Example 150 and 3-chloropropane-1-sulfonyl chloride (0.85 mL) and by the reaction and treatment in the same manner as in Example 78, the title compound (843 mg) was obtained. Starting materials: C(C)(CC)[Li] (sec-butyl lithium), C=CC(C)=C (isoprene), C=CC1=CC=CC=C1 (styrene), C1=CC=CC=C1 (benzene). The solvent is CO (methanol), O1CCCC1 (tetrahydrofuran). Product: C=CC(C)=C.C=CC1=CC=CC=C1 (styrene-isoprene). RXN SMILES: C([Li])(CC)C.[CH2:6]=[CH:7][C:8]1[CH:13]=[CH:12][CH:11]=[CH:10][CH:9]=1.C1C=CC=CC=1.C=CC(=C)C>CO.O1CCCC1>[CH2:6]=[CH:7][C:8](=[CH2:9])[CH3:13].[CH2:6]=[CH:7][C:8]1[CH:13]=[CH:12][CH:11]=[CH:10][CH:9]=1 |f:6.7|. Procedure details: An AB block polymer of styrene-isoprene was prepared by adding 0.42 ml. of 1.18 N sec-butyl lithium to a mixture of 10 g. styrene of 175 ml. of benzene and 5 ml. of tetrahydrofuran at room temperature. The mixture was allowed to polymerize for 2 hours and 40 g. of dry air-free isoprene was added and the polymerization continued for 2 additional hours. The product was isolated by precipitation into methanol, yielding 27.5 g. of block polymer dispersant.